Dataset: the Open Reaction Database (ORD), a public repository of structured organic reaction records. Task: describe an organic reaction: reactants, conditions, products, and yield Starting materials: ClC1=C(C=O)C=CC=C1 (2-chlorobenzaldehyde), C(C)(C)N (isopropylamine). Yields the product ClC1=C(CNC(C)C)C=CC=C1 ((2-Chlorobenzyl)isopropylamine). RXN SMILES: [Cl:1][C:2]1[CH:9]=[CH:8][CH:7]=[CH:6][C:3]=1[CH:4]=O.[CH:10]([NH2:13])([CH3:12])[CH3:11]>>[Cl:1][C:2]1[CH:9]=[CH:8][CH:7]=[CH:6][C:3]=1[CH2:4][NH:13][CH:10]([CH3:12])[CH3:11]. Procedure details: Synthesized according to typical procedure J from 2-chlorobenzaldehyde and isopropylamine. Reactants: Brc1ccncc1, Cl, CC(C)(C)OC(=O)c1ccc(N2CCC(Nc3ccncc3)C2)cc1. The product is CC(C)(C)OC(=O)c1ccc(N2CCC(N)C2)cc1. Reaction SMILES: [Br:2][c:3]1[cH:4][cH:5][n:6][cH:7][cH:8]1.[ClH:1].[n:9]1[cH:10][cH:11][c:12]([NH:15][CH:16]2[CH2:17][N:18]([c:21]3[cH:22][cH:23][c:24]([C:25](=[O:26])[O:27][C:28]([CH3:29])([CH3:30])[CH3:31])[cH:32][cH:33]3)[CH2:19][CH2:20]2)[cH:13][cH:14]1>>[NH2:15][CH:16]1[CH2:17][N:18]([c:21]2[cH:22][cH:23][c:24]([C:25](=[O:26])[O:27][C:28]([CH3:29])([CH3:30])[CH3:31])[cH:32][cH:33]2)[CH2:19][CH2:20]1. The reactants are C(C)(=O)O[C@@H]1C[C@H]2CC[C@H]3[C@@H]4CC=C(C(C)=O)[C@]4(CC[C@@H]3[C@]2(CC1)C)C (3β-acetoxy-5β-pregn-16-en-20-one), [Cr](=O)(=O)(O)O (chromic acid), oxime, P(=O)(Cl)(Cl)Cl (phosphoryl chloride), C(C)(=O)OC(C)=O (acetic anhydride), [Cl-].[Li+] (lithium chloride). The solvent is CN(C=O)C (N,N-dimethylformamide), C(C)(=O)O (acetic acid), C(C)N(CC)CC (triethylamine), O (water). Yields the product C(C)(=O)O[C@@H]1C[C@H]2CC[C@H]3[C@@H]4CCC([C@@]4(C)CC[C@@H]3[C@]2(CC1)C)=O (3β-acetoxy-5β-androstan-17-one). RXN SMILES: [C:1]([O:4][C@H:5]1[CH2:24][CH2:23][C@@:22]2([CH3:25])[C@H:7]([CH2:8][CH2:9][C@@H:10]3[C@@H:21]2[CH2:20][CH2:19][C@@:18]2([CH3:26])[C@H:11]3[CH2:12][CH:13]=[C:14]2C(=O)C)[CH2:6]1)(=[O:3])[CH3:2].C(OC(=O)C)(=[O:29])C.[Cl-].[Li+].[Cr](O)(O)(=O)=O.P(Cl)(Cl)(Cl)=O>O.C(O)(=O)C.C(N(CC)CC)C.CN(C)C=O>[C:1]([O:4][C@H:5]1[CH2:24][CH2:23][C@@:22]2([CH3:25])[C@H:7]([CH2:8][CH2:9][C@@H:10]3[C@@H:21]2[CH2:20][CH2:19][C@@:18]2([CH3:26])[C@H:11]3[CH2:12][CH2:13][C:14]2=[O:29])[CH2:6]1)(=[O:3])[CH3:2] |f:2.3|. Reported procedure: The process of the present invention utilizes sarsasaponin as the initial starting material. Hydrolysis of that substance using a mineral acid affords sarsasapogenin which is then converted to 3β-acetoxy-5β-pregn-16-en-20-one by first contacting with acetic anhydride, N,N-dimethylformamide and lithium chloride, and then oxidizing with a solution of chromic acid in water and acetic acid. The 20-one material is converted to the corresponding oxime, which, by reaction with phosphoryl chloride and t... Reactants: CCCCCCCCN1CCc2c(C)c(CC(=O)OCC)c(C)c(NC(=O)C(C)(C)C)c21, CCO, [Na+], [OH-], O. Product: CCCCCCCCN1CCc2c(C)c(CC(=O)O)c(C)c(NC(=O)C(C)(C)C)c21. As a reaction SMILES: [CH2:1]([CH2:2][CH2:3][CH2:4][CH2:5][CH2:6][CH2:7][CH3:8])[N:9]1[CH2:10][CH2:11][c:12]2[c:13]([CH3:32])[c:14]([CH2:26][C:27](=[O:28])[O:29][CH2:30][CH3:31])[c:15]([CH3:25])[c:16]([NH:18][C:19]([C:20]([CH3:21])([CH3:22])[CH3:23])=[O:24])[c:17]21.[CH3:35][CH2:36][OH:37].[Na+:34].[OH-:33].[OH2:38]>>[CH2:1]([CH2:2][CH2:3][CH2:4][CH2:5][CH2:6][CH2:7][CH3:8])[N:9]1[CH2:10][CH2:11][c:12]2[c:13]([CH3:32])[c:14]([CH2:26][C:27](=[O:28])[OH:29])[c:15]([CH3:25])[c:16]([NH:18][C:19]([C:20]([CH3:21])([CH3:22])[CH3:23])=[O:24])[c:17]21. Yield: 74.1%. Reported procedure: (7R)-2-Chloro-8-cyclopentyl-7-ethyl-5-methyl-5H-pteridin-6-one 1o (670 mg, 2.30 mmol), methyl 7-amino-2,3-dihydrobenzofuran-4-carboxylate 1g (440 mg, 2.30 mmol) and p-toluenesulfonic acid (700 mg, 3.68 mmol) were dissolved in 25 mL 4-methyl-2-pentanol. The resulting solution was heated to reflux for 6 hours with stirring. The reaction solution was added with 25 mL of saturated sodium bicarbonate solution, extracted with ethyl acetate (50 mL×3). The combined organic phase was washed with water (5... Reactants: C([O-])(O)=O.[Na+] (sodium bicarbonate), ClC1=NC=2N([C@@H](C(N(C2C=N1)C)=O)CC)C1CCCC1 ((7R)-2-chloro-8-cyclopentyl-7-ethyl-5-methyl-5H-pteridin-6-one), NC=1C=CC(=C2CCOC21)C(=O)OC (methyl 7-amino-2,3-dihydrobenzofuran-4-carboxylate), C1(=CC=C(C=C1)S(=O)(=O)O)C (p-toluenesulfonic acid). The product is C1(CCCC1)N1[C@@H](C(N(C=2C=NC(=NC12)NC=1C=CC(=C2CCOC21)C(=O)OC)C)=O)CC (methyl 7-[[(7R)-8-cyclopentyl-7-ethyl-5-methyl-6-oxo-7H-pteridin-2-yl]amino]-2,3-dihydrobenzofuran-4-carboxylate). Reaction SMILES: Cl[C:2]1[N:11]=[CH:10][C:9]2[N:8]([CH3:12])[C:7](=[O:13])[C@@H:6]([CH2:14][CH3:15])[N:5]([CH:16]3[CH2:20][CH2:19][CH2:18][CH2:17]3)[C:4]=2[N:3]=1.[NH2:21][C:22]1[CH:23]=[CH:24][C:25]([C:31]([O:33][CH3:34])=[O:32])=[C:26]2[C:30]=1[O:29][CH2:28][CH2:27]2.C1(C)C=CC(S(O)(=O)=O)=CC=1.C(=O)(O)[O-].[Na+]>CC(C)CC(O)C>[CH:16]1([N:5]2[C:4]3[N:3]=[C:2]([NH:21][C:22]4[CH:23]=[CH:24][C:25]([C:31]([O:33][CH3:34])=[O:32])=[C:26]5[C:30]=4[O:29][CH2:28][CH2:27]5)[N:11]=[CH:10][C:9]=3[N:8]([CH3:12])[C:7](=[O:13])[C@H:6]2[CH2:14][CH3:15])[CH2:20][CH2:19][CH2:18][CH2:17]1 |f:3.4|. Run in CC(CC(C)O)C (4-methyl-2-pentanol). Starting materials: 1, [OH-].[Na+] (sodium hydroxide), C(C1=CC=CC=C1)OC(CNC([C@H](NC([C@@H](NC(=O)OC(C)(C)C)CC1=CC=C(C=C1)O)=O)CCCC)=O)=O (tert.-butoxycarbonyl-L-tyrosyl-D-norleucyl-glycine benzyl ester). Solvent: CO (methanol). Run at time 3 hour. The product is C(C)(C)(C)OC(=O)N[C@@H](CC1=CC=C(C=C1)O)C(=O)N[C@H](CCCC)C(=O)NCC(=O)O (tert.-butoxycarbonyl-L-tyrosyl-D-norleucyl-glycine). Isolated yield 65.2%. Reaction SMILES: C([O:8][C:9](=[O:39])[CH2:10][NH:11][C:12](=[O:38])[C@@H:13]([CH2:34][CH2:35][CH2:36][CH3:37])[NH:14][C:15](=[O:33])[C@H:16]([CH2:25][C:26]1[CH:31]=[CH:30][C:29]([OH:32])=[CH:28][CH:27]=1)[NH:17][C:18]([O:20][C:21]([CH3:24])([CH3:23])[CH3:22])=[O:19])C1C=CC=CC=1.[OH-].[Na+]>CO>[C:21]([O:20][C:18]([NH:17][C@H:16]([C:15]([NH:14][C@@H:13]([C:12]([NH:11][CH2:10][C:9]([OH:39])=[O:8])=[O:38])[CH2:34][CH2:35][CH2:36][CH3:37])=[O:33])[CH2:25][C:26]1[CH:31]=[CH:30][C:29]([OH:32])=[CH:28][CH:27]=1)=[O:19])([CH3:22])([CH3:23])[CH3:24] |f:1.2|. Reported procedure: 14.9 g (27.5 mmoles) of the protected tripeptide ester obtained in Step 2 above are dissolved in 300 ml of methanol, 55 ml of a 1 n sodium hydroxide solution are added, and the mixture is allowed to stand at room temperature for 3 hours. Thereafter methanol is distilled off under reduced pressure, the aqueous solution is shaken thrice with 15 ml of ethyl acetate, each, and acidified to pH=3 with solid citric acid. The separated substance is filtered off, washed with water and dried in a vacuum d...